From a dataset of the Open Reaction Database (ORD), a public repository of structured organic reaction records. describe an organic reaction: reactants, conditions, products, and yield Product: Cl.FC1=C(COC=2C=3N(C=CC2)C(=C(N3)C)C(=O)NC(CO)(CO)C=3C=NNC3)C(=CC=C1)F (8-[(2,6-difluorobenzyl)oxy]-N-[1,3-dihydroxy-2-(1H-pyrazol-4-yl)propan-2-yl]-2-methylimidazo[1,2-a]pyridine-3-carboxamide hydrochloride). The reactants are FC1=C(COC=2C=3N(C=CC2)C(=C(N3)C)C(=O)NC3(COC(OC3)(C)C)C=3C=NN(C3)C3OCCCC3)C(=CC=C1)F (8-[(2,6-difluorobenzyl)oxy]-N-{2,2-dimethyl-5-[1-(tetrahydro-2H-pyran-2-yl)-1H-pyrazol-4-yl]-1,3-dioxan-5-yl}-2-methylimidazo[1,2-a]pyridine-3-carboxamide), Cl.O1CCOCC1 (hydrogen chloride 1,4-dioxane). As a reaction SMILES: [F:1][C:2]1[CH:41]=[CH:40][CH:39]=[C:38]([F:42])[C:3]=1[CH2:4][O:5][C:6]1[C:7]2[N:8]([C:12]([C:16]([NH:18][C:19]3([C:27]4[CH:28]=[N:29][N:30](C5CCCCO5)[CH:31]=4)[CH2:24][O:23]C(C)(C)[O:21][CH2:20]3)=[O:17])=[C:13]([CH3:15])[N:14]=2)[CH:9]=[CH:10][CH:11]=1.[ClH:43].O1CCOCC1>CO.O>[ClH:43].[F:42][C:38]1[CH:39]=[CH:40][CH:41]=[C:2]([F:1])[C:3]=1[CH2:4][O:5][C:6]1[C:7]2[N:8]([C:12]([C:16]([NH:18][C:19]([C:27]3[CH:31]=[N:30][NH:29][CH:28]=3)([CH2:20][OH:21])[CH2:24][OH:23])=[O:17])=[C:13]([CH3:15])[N:14]=2)[CH:9]=[CH:10][CH:11]=1 |f:1.2,5.6|. Reported procedure: To a solution of 75 mg of 8-[(2,6-difluorobenzyl)oxy]-N-{2,2-dimethyl-5-[1-(tetrahydro-2H-pyran-2-yl)-1H-pyrazol-4-yl]-1,3-dioxan-5-yl}-2-methylimidazo[1,2-a]pyridine-3-carboxamide in 0.4 ml of methanol and 0.4 ml of water was added 1.6 ml of a 4 M hydrogen chloride/1,4-dioxane solution, followed by stirring at room temperature for 3 days. The reaction mixture was concentrated under reduced pressure to obtain 74 mg of 8-[(2,6-difluorobenzyl)oxy]-N-[1,3-dihydroxy-2-(1H-pyrazol-4-yl)propan-2-yl]-2... Run at time 3 day. Solvent: CO (methanol), O (water). Reactants: CC1=C(CO)CCOc2ccc(Br)cc21, CS(=O)(=O)Cl, CCOCC, CCN(C(C)C)C(C)C, ClCCl. Yields the product CC1=C(CCl)CCOc2ccc(Br)cc21. Reaction SMILES: [Br:1][c:2]1[cH:3][c:4]2[c:5]([cH:14][cH:15]1)[O:6][CH2:7][CH2:8][C:9]([CH2:12][OH:13])=[C:10]2[CH3:11].[CH3:25][S:26]([Cl:27])(=[O:28])=[O:29].[CH3:30][CH2:31][O:32][CH2:33][CH3:34].[CH:16]([N:17]([CH2:18][CH3:19])[CH:20]([CH3:21])[CH3:22])([CH3:23])[CH3:24].[Cl:35][CH2:36][Cl:37]>>[Br:1][c:2]1[cH:3][c:4]2[c:5]([cH:14][cH:15]1)[O:6][CH2:7][CH2:8][C:9]([CH2:12][Cl:27])=[C:10]2[CH3:11]. Reactants: CCCN, CS(C)=O, Cc1ccc2nc(-c3cc([N+](=O)[O-])ccc3F)oc2c1. Product: CCCNc1ccc([N+](=O)[O-])cc1-c1nc2ccc(C)cc2o1. RXN SMILES: [CH3:21][CH2:22][CH2:23][NH2:24].[CH3:25][S:26]([CH3:27])=[O:28].[N+:1](=[O:2])([O-:3])[c:4]1[cH:5][c:6](-[c:11]2[o:12][c:13]3[c:14]([n:15]2)[cH:16][cH:17][c:18]([CH3:20])[cH:19]3)[c:7]([F:10])[cH:8][cH:9]1>>[N+:1](=[O:2])([O-:3])[c:4]1[cH:5][c:6](-[c:11]2[o:12][c:13]3[c:14]([n:15]2)[cH:16][cH:17][c:18]([CH3:20])[cH:19]3)[c:7]([NH:24][CH2:23][CH2:22][CH3:21])[cH:8][cH:9]1. Reactants: CC(=O)OCC(C)n1ccc2c(NC(=O)Cc3ccc(C(F)(F)F)c(F)c3)c(C3CC3)ccc2c1=O, O=C([O-])[O-], CO, [K+], [K+], O. Product: CC(CO)n1ccc2c(NC(=O)Cc3ccc(C(F)(F)F)c(F)c3)c(C3CC3)ccc2c1=O. RXN SMILES: [C:1](=[O:2])([CH3:3])[O:4][CH2:5][CH:6]([CH3:7])[n:8]1[c:9](=[O:36])[c:10]2[cH:11][cH:12][c:13]([CH:33]3[CH2:34][CH2:35]3)[c:14]([NH:18][C:19]([CH2:20][c:21]3[cH:22][c:23]([F:31])[c:24]([C:27]([F:28])([F:29])[F:30])[cH:25][cH:26]3)=[O:32])[c:15]2[cH:16][cH:17]1.[C:37](=[O:38])([O-:39])[O-:40].[CH3:43][OH:44].[K+:41].[K+:42].[OH2:45]>>[OH:4][CH2:5][CH:6]([CH3:7])[n:8]1[c:9](=[O:36])[c:10]2[cH:11][cH:12][c:13]([CH:33]3[CH2:34][CH2:35]3)[c:14]([NH:18][C:19]([CH2:20][c:21]3[cH:22][c:23]([F:31])[c:24]([C:27]([F:28])([F:29])[F:30])[cH:25][cH:26]3)=[O:32])[c:15]2[cH:16][cH:17]1. Reactants: CC(CC1=COC2=C1C=CC(=C2CC=C)O)(C)C (3-(2,2-dimethylpropyl)-6-hydroxy-7-allyl benzofuran). Reagents/catalysts: [Pd] (Pd/C). Run in C(C)(C)(C)OC (methyl tert-butyl ether). Product: CC(CC1=COC2=C1C=CC(=C2CCC)O)(C)C (3-(2,2-dimethylpropyl)-6-hydroxy-7-propyl benzofuran). Reaction SMILES: [CH3:1][C:2]([CH3:18])([CH3:17])[CH2:3][C:4]1[C:8]2[CH:9]=[CH:10][C:11]([OH:16])=[C:12]([CH2:13][CH:14]=[CH2:15])[C:7]=2[O:6][CH:5]=1>C(OC)(C)(C)C.[Pd]>[CH3:17][C:2]([CH3:1])([CH3:18])[CH2:3][C:4]1[C:8]2[CH:9]=[CH:10][C:11]([OH:16])=[C:12]([CH2:13][CH2:14][CH3:15])[C:7]=2[O:6][CH:5]=1. Reported procedure: A solution of the product from Step G (1.912 grams) in methyl tert-butyl ether (20 mL) was combined with 5% Pd/C catalyst (200 mg) in a hydrogenation bottle. The mixture was hydrogenated using a Parr apparatus at 14 psi for 1 hour. The catalyst was removed by filtration through Celite and the filtrate evaporated. The resultant solid was employed without further purification. Starting materials: COC(=O)C=C(CO[Si](C)(C)C(C)(C)C)CO[Si](C)(C)C(C)(C)C, CC(C)C[Al+]CC(C)C, ClCCl, [H-]. Product: CC(C)(C)[Si](C)(C)OCC(=CCO)CO[Si](C)(C)C(C)(C)C. As a reaction SMILES: [C:1]([CH3:2])([CH3:3])([CH3:4])[Si:5]([O:6][CH2:7][C:8](=[CH:9][C:10](=[O:11])[O:12][CH3:13])[CH2:14][O:15][Si:16]([CH3:17])([CH3:18])[C:19]([CH3:20])([CH3:21])[CH3:22])([CH3:23])[CH3:24].[CH2:26]([Al+:27][CH2:28][CH:29]([CH3:30])[CH3:31])[CH:32]([CH3:33])[CH3:34].[Cl:35][CH2:36][Cl:37].[H-:25]>>[C:1]([CH3:2])([CH3:3])([CH3:4])[Si:5]([O:6][CH2:7][C:8](=[CH:9][CH2:10][OH:11])[CH2:14][O:15][Si:16]([CH3:17])([CH3:18])[C:19]([CH3:20])([CH3:21])[CH3:22])([CH3:23])[CH3:24].